Task: describe an organic reaction: reactants, conditions, products, and yield. Dataset: the Open Reaction Database (ORD), a public repository of structured organic reaction records Starting materials: BrC1=CC=C(C=C1)N1N=C2C=C(C(=CC2=C1C(=O)NC)C1CC1)NS(=O)(=O)C (2-(4-bromophenyl)-5-cyclopropyl-N-methyl-6-[(methylsulfonyl)amino]-2H-indazole-3-carboxamide), C([O-])([O-])=O.[K+].[K+] (potassium carbonate), BrCCCO (3-bromo-1-propanol). Solvent: CCOC(=O)C (EtOAc), C(C)#N (ACN). Reaction conditions: temperature 80 celsius, time 16 hour. Product: BrC1=CC=C(C=C1)N1N=C2C=C(C(=CC2=C1C(=O)NC)C1CC1)N(S(=O)(=O)C)CCCO (2-(4-bromophenyl)-5-cyclopropyl-6-[(3-hydroxypropyl)(methylsulfonyl)amino]-N-methyl-2H-indazole-3-carboxamide). Yield: 48.8%. As a reaction SMILES: [Br:1][C:2]1[CH:7]=[CH:6][C:5]([N:8]2[C:16]([C:17]([NH:19][CH3:20])=[O:18])=[C:15]3[C:10]([CH:11]=[C:12]([NH:24][S:25]([CH3:28])(=[O:27])=[O:26])[C:13]([CH:21]4[CH2:23][CH2:22]4)=[CH:14]3)=[N:9]2)=[CH:4][CH:3]=1.C(=O)([O-])[O-].[K+].[K+].Br[CH2:36][CH2:37][CH2:38][OH:39]>C(#N)C.CCOC(C)=O>[Br:1][C:2]1[CH:7]=[CH:6][C:5]([N:8]2[C:16]([C:17]([NH:19][CH3:20])=[O:18])=[C:15]3[C:10]([CH:11]=[C:12]([N:24]([CH2:36][CH2:37][CH2:38][OH:39])[S:25]([CH3:28])(=[O:27])=[O:26])[C:13]([CH:21]4[CH2:23][CH2:22]4)=[CH:14]3)=[N:9]2)=[CH:4][CH:3]=1 |f:1.2.3|. Procedure: To a solution of Compound (1) (50 mg, 0.11 mmol) in ACN (4 mL) was added potassium carbonate (30 mg, 0.22 mmol) followed by 3-bromo-1-propanol (38 μL, 0.32 mmol). The mixture was heated to 80° C. and stirred for 16 h at which time no starting material was observed. The mixture was cooled to RT, diluted with EtOAc (10 mL), washed with water (3 mL), brine (3 mL) and dried (MgSO4). The solvent was removed in vacuo to give the crude mixture which was purified by flash column chromatography eluting w... Reported procedure: Prepared according to procedure T using 4-(3,3-dimethylindolin-6-yl)morpholine (0.2 g, 0.86 mmol), 7,9-dichloro-2,3-dihydro-1H-cyclopenta[b]quinoline (0.41 g, 1.72 mmol), cesium carbonate (0.561 g, 1.72 mmol), Pd2(dba)3 (0.079 g, 0.086 mmol) and (±) BINAP (0.084 g, 0.129 mmol) were added 1,4-dioxane (2 mL). The resulting mixture was purged with Argon and subjected to microwave heating at 140° C. for 3 h. The crude residue was purified by HPLC to give 7-chloro-9-(3,3-dimethyl-6-(4-morpholinyl)-2,... The solvent is O1CCOCC1 (1,4-dioxane). Product: ClC1=CC=2C(=C3C(=NC2C=C1)CCC3)N3CC(C1=CC=C(C=C31)N3CCOCC3)(C)C (7-chloro-9-(3,3-dimethyl-6-(4-morpholinyl)-2,3-dihydro-1H-indol-1-yl)-2,3-dihydro-1H-cyclopenta[b]quinoline). Starting materials: CC1(CNC2=CC(=CC=C12)N1CCOCC1)C (4-(3,3-dimethylindolin-6-yl)morpholine), C=1C=CC(=CC1)P(C=2C=CC=CC2)C3=CC=C4C=CC=CC4=C3C5=C6C=CC=CC6=CC=C5P(C=7C=CC=CC7)C=8C=CC=CC8 (BINAP), ClC1=CC=2C(=C3C(=NC2C=C1)CCC3)Cl (7,9-dichloro-2,3-dihydro-1H-cyclopenta[b]quinoline), C([O-])([O-])=O.[Cs+].[Cs+] (cesium carbonate). Reaction SMILES: [CH3:1][C:2]1([CH3:17])[C:10]2[C:5](=[CH:6][C:7]([N:11]3[CH2:16][CH2:15][O:14][CH2:13][CH2:12]3)=[CH:8][CH:9]=2)[NH:4][CH2:3]1.[Cl:18][C:19]1[CH:28]=[CH:27][C:26]2[N:25]=[C:24]3[CH2:29][CH2:30][CH2:31][C:23]3=[C:22](Cl)[C:21]=2[CH:20]=1.C(=O)([O-])[O-].[Cs+].[Cs+].C1C=CC(P(C2C(C3C(P(C4C=CC=CC=4)C4C=CC=CC=4)=CC=C4C=3C=CC=C4)=C3C(C=CC=C3)=CC=2)C2C=CC=CC=2)=CC=1>C1C=CC(/C=C/C(/C=C/C2C=CC=CC=2)=O)=CC=1.C1C=CC(/C=C/C(/C=C/C2C=CC=CC=2)=O)=CC=1.C1C=CC(/C=C/C(/C=C/C2C=CC=CC=2)=O)=CC=1.[Pd].[Pd].O1CCOCC1>[Cl:18][C:19]1[CH:28]=[CH:27][C:26]2[N:25]=[C:24]3[CH2:29][CH2:30][CH2:31][C:23]3=[C:22]([N:4]3[C:5]4[C:10](=[CH:9][CH:8]=[C:7]([N:11]5[CH2:16][CH2:15][O:14][CH2:13][CH2:12]5)[CH:6]=4)[C:2]([CH3:17])([CH3:1])[CH2:3]3)[C:21]=2[CH:20]=1 |f:2.3.4,6.7.8.9.10|. Conditions: temperature 140 celsius. The reagents and catalysts are C=1C=CC(=CC1)/C=C/C(=O)/C=C/C2=CC=CC=C2.C=1C=CC(=CC1)/C=C/C(=O)/C=C/C2=CC=CC=C2.C=1C=CC(=CC1)/C=C/C(=O)/C=C/C2=CC=CC=C2.[Pd].[Pd] (Pd2(dba)3). Reactants: C(C)(=O)NC(C(=O)NC(C)(C)C)(CCCCB1OC(C(O1)(C)C)(C)C)[C@H]1CN(CC1)S(=O)(=O)C1=C(C=CC=C1)[N+](=O)[O-] (2-acetamido-N-tert-butyl-2-((R)-1-(2-nitrophenylsulfonyl)pyrrolidin-3-yl)-6-(4,4,5,5-tetramethyl-1,3,2-dioxaborolan-2-yl)hexanamide), O1CCOCC1 (1,4-dioxane), aqueous solution, Cl (hydrogen chloride). The solvent is O (water). Reaction conditions: temperature 100 celsius. Yields the product NC(C(=O)O)(CCCCB(O)O)[C@H]1CN(CC1)S(=O)(=O)C1=C(C=CC=C1)[N+](=O)[O-] (2-amino-6-borono-2-((R)-1-(2-nitrophenylsulfonyl)pyrrolidin-3-yl)hexanoic acid). Isolated yield 23.0%. RXN SMILES: C([NH:4][C:5]([C@@H:26]1[CH2:30][CH2:29][N:28]([S:31]([C:34]2[CH:39]=[CH:38][CH:37]=[CH:36][C:35]=2[N+:40]([O-:42])=[O:41])(=[O:33])=[O:32])[CH2:27]1)([CH2:13][CH2:14][CH2:15][CH2:16][B:17]1[O:21]C(C)(C)C(C)(C)[O:18]1)[C:6](NC(C)(C)C)=[O:7])(=O)C.[O:43]1CCOCC1.Cl>O>[NH2:4][C:5]([C@@H:26]1[CH2:30][CH2:29][N:28]([S:31]([C:34]2[CH:39]=[CH:38][CH:37]=[CH:36][C:35]=2[N+:40]([O-:42])=[O:41])(=[O:32])=[O:33])[CH2:27]1)([CH2:13][CH2:14][CH2:15][CH2:16][B:17]([OH:18])[OH:21])[C:6]([OH:43])=[O:7]. Procedure details: A solution of 2-acetamido-N-tert-butyl-2-((R)-1-(2-nitrophenylsulfonyl)pyrrolidin-3-yl)-6-(4,4,5,5-tetramethyl-1,3,2-dioxaborolan-2-yl)hexanamide (500 mg, 0.8 mmol) in 1,4-dioxane (3 mL, 40 mmol) was treated with a 6M aqueous solution of hydrogen chloride (6 mL, 40 mmol) followed by heating to 100° C. for 24 h. At the end of the 24 hour period, the reaction mixture was diluted with water and filtered. The filtrate that was obtained was purified by HPLC using 5%-50% acetonitrile in water over 30 ...